From a dataset of the Open Reaction Database (ORD), a public repository of structured organic reaction records. describe an organic reaction: reactants, conditions, products, and yield Starting materials: C=CCC1(CCN2CCCC2C(=O)OC(C)(C)C)c2ccccc2CCc2ccccc21, C1CCOC1, Cl, C1COCCO1. The product is C=CCC1(CCN2CCCC2C(=O)O)c2ccccc2CCc2ccccc21. RXN SMILES: [CH2:1]([CH:2]=[CH2:3])[C:4]1([CH2:19][CH2:20][N:21]2[CH:22]([C:26](=[O:27])[O:28][C:29]([CH3:30])([CH3:31])[CH3:32])[CH2:23][CH2:24][CH2:25]2)[c:5]2[c:6]([cH:15][cH:16][cH:17][cH:18]2)[CH2:7][CH2:8][c:9]2[c:10]1[cH:11][cH:12][cH:13][cH:14]2.[CH2:34]1[O:35][CH2:36][CH2:37][CH2:38]1.[ClH:33].[O:39]1[CH2:40][CH2:41][O:42][CH2:43][CH2:44]1>>[CH2:1]([CH:2]=[CH2:3])[C:4]1([CH2:19][CH2:20][N:21]2[CH:22]([C:26](=[O:27])[OH:28])[CH2:23][CH2:24][CH2:25]2)[c:5]2[c:6]([cH:15][cH:16][cH:17][cH:18]2)[CH2:7][CH2:8][c:9]2[c:10]1[cH:11][cH:12][cH:13][cH:14]2. The yield is 80.8%. RXN SMILES: [CH3:1][C:2]1[C:6]2[C:7](=[O:19])[N:8]([CH2:12][CH2:13][N:14]3[CH2:18][CH2:17][CH2:16][CH2:15]3)[CH2:9][CH2:10][CH2:11][C:5]=2[NH:4][C:3]=1[CH:20]=O.[F:22][C:23]1[CH:24]=[C:25]2[C:29](=[CH:30][CH:31]=1)[NH:28][C:27](=[O:32])[CH2:26]2>>[F:22][C:23]1[CH:24]=[C:25]2[C:29](=[CH:30][CH:31]=1)[NH:28][C:27](=[O:32])/[C:26]/2=[CH:20]\[C:3]1[NH:4][C:5]2[CH2:11][CH2:10][CH2:9][N:8]([CH2:12][CH2:13][N:14]3[CH2:15][CH2:16][CH2:17][CH2:18]3)[C:7](=[O:19])[C:6]=2[C:2]=1[CH3:1]. Procedure: The title compound was prepared under the same conditions as described in step 4 of Example 28 with 3-methyl-4-oxo-5-(2-pyrrolidin-1-yl-ethyl)-1,4,5,6,7,8-hexahydro-pyrrolo[3,2-c]azepine-2-carbaldehyde 28c obtained from step 3 of Example 28 and 5-fluoro-1,3-dihydro-indol-2-one as starting materials to obtain (Z)-2-(5-fluoro-2-oxo-1,2-dihydro-indol-3-ylidenemethyl)-3-methyl-5-(2-pyrrolidin-1-yl-ethyl)-5,6,7,8-tetrahydro-1H-pyrrolo[3,2-c]azepin-4-one 45 (61 mg, yield 80.8%) as an orange solid. The reactants are CC1=C(NC2=C1C(N(CCC2)CCN2CCCC2)=O)C=O (3-methyl-4-oxo-5-(2-pyrrolidin-1-yl-ethyl)-1,4,5,6,7,8-hexahydro-pyrrolo[3,2-c]azepine-2-carbaldehyde), FC=1C=C2CC(NC2=CC1)=O (5-fluoro-1,3-dihydro-indol-2-one). Yields the product FC=1C=C2/C(/C(NC2=CC1)=O)=C/C1=C(C=2C(N(CCCC2N1)CCN1CCCC1)=O)C ((Z)-2-(5-fluoro-2-oxo-1,2-dihydro-indol-3-ylidenemethyl)-3-methyl-5-(2-pyrrolidin-1-yl-ethyl)-5,6,7,8-tetrahydro-1H-pyrrolo[3,2-c]azepin-4-one). Starting materials: BrC=1C=C(C=CC1Br)C1C2=C(NC(=C1C(=O)OC)C)COCC2=O (Methyl 4-(3,4-dibromophenyl)-2-methyl-5-oxo-4,5,6,8-tetrahydro-1H-pyrano[3,4-b]pyridine-3-carboxylate), BrN1C(CCC1=O)=O (N-bromosuccinimide). Solvent: C(Cl)(Cl)Cl (chloroform). Run at temperature 110 celsius. Product: BrC=1C=C(C=CC1Br)C1C2=C(NC3=C1C(COC3)=O)COC2=O (9-(3,4-dibromophenyl)-5,9-dihydro-3H-furo [3,4-b]pyrano[4,3-e]pyridine-1,8(4H,7H)-dione). The yield is 46.4%. RXN SMILES: [Br:1][C:2]1[CH:3]=[C:4]([CH:9]2[C:14]([C:15]([O:17]C)=[O:16])=[C:13]([CH3:19])[NH:12][C:11]3[CH2:20][O:21][CH2:22][C:23](=[O:24])[C:10]2=3)[CH:5]=[CH:6][C:7]=1[Br:8].BrN1C(=O)CCC1=O>C(Cl)(Cl)Cl>[Br:1][C:2]1[CH:3]=[C:4]([CH:9]2[C:10]3[C:23](=[O:24])[CH2:22][O:21][CH2:20][C:11]=3[NH:12][C:13]3[CH2:19][O:16][C:15](=[O:17])[C:14]2=3)[CH:5]=[CH:6][C:7]=1[Br:8]. Reported procedure: The product from Example 71A (0.095 g, 0.21 mmol) in chloroform (5 mL) was treated with N-bromosuccinimide (0.037 g, 0.21 mmol) and heated to 110° C. for 16 hours. The mixture was cooled to ambient temperature and purified by chromatography on silica gel eluting with 5% methanol in dichloromethane to provide the title compound (0.043 g). The reactants are [H][H] (hydrogen), [N+](=O)([O-])C1=CC=C2CCCC(C2=C1)=O (7-Nitrotetralone), O (water), Cl (HCl). The reagents and catalysts are [Pd] (palladium on carbon). Solvent: C(C)O (ethanol). The product is NC1=CC=2CCCCC2C=C1 (2-amino-5,6,7,8-tetrahydronaphthalene). Isolated yield 86687.8%. Reaction SMILES: [N+:1]([C:4]1[CH:13]=[C:12]2[C:7]([CH2:8][CH2:9][CH2:10][C:11]2=O)=[CH:6][CH:5]=1)([O-])=O.O.Cl.[H][H]>C(O)C.[Pd]>[NH2:1][C:4]1[CH:5]=[CH:6][C:7]2[CH2:8][CH2:9][CH2:10][CH2:11][C:12]=2[CH:13]=1. Reported procedure: 7-Nitrotetralone (20.0 9, 0.105 mmol) was dissolved in 400 ml of ethanol, and 40 ml of water, 10 ml of concentrated HCl, and 4.0 g of 10% palladium on carbon were added. The reaction mixture was reacted with hydrogen at 30-40 psi for 16 hours. Following hydrogenation, the reaction mixture was filtered and the solvents were evaporated, yielding white crystals. The crystals were washed with acetone, dissolved in cold 10% NaOH, and extracted with EtOAc (3 x). The combined organic layers were washed... The reactants are ClNC1=NC(=NC(=N1)NCl)NCl (N,N',N"-trichloromelamine), ClCCCC(=O)Cl (4-chlorobutyryl chloride), N,N-dimethylaminopyridine. Run in C(Cl)(Cl)(Cl)Cl (carbon tetrachloride), hexanes. Conditions: temperature 60 celsius, time 5 hour. The product is ClCCCC(=O)NC1=NC(=NC(=N1)NC(CCCCl)=O)NC(CCCCl)=O (N,N',N"-Tris(4-Chlorobutyryl)Melamine). Yield: 95.0%. Reaction SMILES: Cl[NH:2][C:3]1[N:8]=[C:7]([NH:9]Cl)[N:6]=[C:5]([NH:11]Cl)[N:4]=1.[Cl:13][CH2:14][CH2:15][CH2:16][C:17](Cl)=[O:18]>C(Cl)(Cl)(Cl)Cl>[Cl:13][CH2:14][CH2:15][CH2:16][C:17]([NH:2][C:3]1[N:8]=[C:7]([NH:9][C:17](=[O:18])[CH2:16][CH2:15][CH2:14][Cl:13])[N:6]=[C:5]([NH:11][C:17](=[O:18])[CH2:16][CH2:15][CH2:14][Cl:13])[N:4]=1)=[O:18]. Procedure details: A mixture of 2.3 g N,N',N"-trichloromelamine, 20 ml carbon tetrachloride, 8.46 g 4-chlorobutyryl chloride and 30 mg N,N-dimethylaminopyridine was placed in a 100 ml flask fitted with a magnetic stirring bar, a reflux condenser and argon inlet. The reaction mixture was slowly heated in an oil bath to about 60° C. and was stirred at about 60° C. for 5 hours. It was allowed to cool down to room temperature and then diluted with 50 ml hexanes. The contents were stirred at room temperature for 30 min... Reactants: Cl.CN(CCCN=C=NCC)C (N-(3-dimethylaminopropyl)-N′-ethylcarbodiimide hydrochloride), Cl.Cl.C(C1=CC=CC=C1)OC(NC(=N)C1=CC=C(C=C1)CN)=O ([(4-aminomethyl-phenyl)-imino-methyl]-carbamic acid benzyl ester dihydrochloride), C=1C=CC2=C(C1)N=NN2O (HOBt), FC1=C(C(=CC(=C1)O)F)C(C(=O)O)OCC ((RS)-(2,6-Difluoro-4-hydroxy-phenyl)-ethoxy-acetic acid). Run in CN(C)C=O (DMF), CCN(CC)CC (Et3N). Yields the product C(C1=CC=CC=C1)OC(NC(=N)C1=CC=C(C=C1)CNC(C(OCC)C1=C(C=C(C=C1F)O)F)=O)=O ((RS)-[(4-{[2-(2,6-difluoro-4-hydroxy-phenyl)-2-ethoxy-acetylamino]-methyl}-phenyl)-imino-methyl]-carbamic acid benzyl ester). The yield is 67.6%. As a reaction SMILES: [F:1][C:2]1[CH:7]=[C:6]([OH:8])[CH:5]=[C:4]([F:9])[C:3]=1[CH:10]([O:14][CH2:15][CH3:16])[C:11]([OH:13])=O.Cl.Cl.[CH2:19]([O:26][C:27](=[O:39])[NH:28][C:29]([C:31]1[CH:36]=[CH:35][C:34]([CH2:37][NH2:38])=[CH:33][CH:32]=1)=[NH:30])[C:20]1[CH:25]=[CH:24][CH:23]=[CH:22][CH:21]=1.C1C=CC2N(O)N=NC=2C=1.Cl.CN(C)CCCN=C=NCC>CN(C=O)C.CCN(CC)CC>[CH2:19]([O:26][C:27](=[O:39])[NH:28][C:29]([C:31]1[CH:32]=[CH:33][C:34]([CH2:37][NH:38][C:11](=[O:13])[CH:10]([C:3]2[C:4]([F:9])=[CH:5][C:6]([OH:8])=[CH:7][C:2]=2[F:1])[O:14][CH2:15][CH3:16])=[CH:35][CH:36]=1)=[NH:30])[C:20]1[CH:25]=[CH:24][CH:23]=[CH:22][CH:21]=1 |f:1.2.3,5.6|. Procedure: (RS)-(2,6-Difluoro-4-hydroxy-phenyl)-ethoxy-acetic acid (2.3 g) was dissolved in DMF (75 ml) and [(4-aminomethyl-phenyl)-imino-methyl]-carbamic acid benzyl ester dihydrochloride [Prepared according to Ch. Lila, Ph. Gloanec, L. Cadet, Y. Hervé, J. Fournier, F. Leborgne, T. J. Verbeuren, G. De Nanteuil, Synthetic Communications 1998, 28, 23, 4419–4429] (3.18 g) and HOBt (2.15 g) were successively added. The slurry was cooled in an ice bath and N-(3-dimethylaminopropyl)-N′-ethylcarbodiimide hydroch... Reactants: CC(C)(C)OC(=O)NC1(c2ccc(-c3c(-c4ccccc4)oc4cccc(F)c4c3=O)cc2)CCC1, NC1(c2ccc(-c3c(-c4ccccc4)oc4ccc(F)cc4c3=O)cc2)CCC1. Yields the product NC1(c2ccc(-c3c(-c4ccccc4)oc4cccc(F)c4c3=O)cc2)CCC1. As a reaction SMILES: [C:30]([O:31][C:32](=[O:33])[NH:36][C:37]1([c:41]2[cH:42][cH:43][c:44](-[c:47]3[c:48](-[c:59]4[cH:60][cH:61][cH:62][cH:63][cH:64]4)[o:49][c:50]4[cH:51][cH:52][cH:53][c:54]([F:58])[c:55]4[c:56]3=[O:57])[cH:45][cH:46]2)[CH2:38][CH2:39][CH2:40]1)([CH3:34])([CH3:35])[CH3:65].[NH2:1][C:2]1([c:3]2[cH:4][cH:5][c:6](-[c:7]3[c:8](=[O:9])[c:10]4[c:11]([cH:12][cH:13][c:14]([F:15])[cH:16]4)[o:17][c:18]3-[c:19]3[cH:20][cH:21][cH:22][cH:23][cH:24]3)[cH:25][cH:26]2)[CH2:27][CH2:28][CH2:29]1>>[NH2:36][C:37]1([c:41]2[cH:42][cH:43][c:44](-[c:47]3[c:48](-[c:59]4[cH:60][cH:61][cH:62][cH:63][cH:64]4)[o:49][c:50]4[cH:51][cH:52][cH:53][c:54]([F:58])[c:55]4[c:56]3=[O:57])[cH:45][cH:46]2)[CH2:38][CH2:39][CH2:40]1. The reactants are CO.CC(=O)O.C(Cl)Cl (MeOH AcOH CH2Cl2), N1=C(C=CC=C1)C(=O)C1=NC=CC=C1 (pyridyl ketone), [Br-].C(=O)(O)CCCC[P+](C1=CC=CC=C1)(C1=CC=CC=C1)C1=CC=CC=C1 ((4-carboxy-butyl)triphenylphosphonium bromide), CC(C)(C)[O-].[K+] (t-BuOK). The solvent is C1CCOC1 (THF). Yields the product C(\C=C\CCC)(=O)O ((E)-hexenoic acid), C(\C=C/CCC)(=O)O ((Z)-hexenoic acid). Isolated yield 19.8%. As a reaction SMILES: N1C=CC=CC=1[C:7]([C:9]1[CH:14]=[CH:13][CH:12]=[CH:11]N=1)=[O:8].[Br-].[C:16]([CH2:19][CH2:20][CH2:21]C[P+](C1C=CC=CC=1)(C1C=CC=CC=1)C1C=CC=CC=1)(O)=[O:17].CC([O-])(C)C.[K+].CO.[CH3:50][C:51]([OH:53])=[O:52].C(Cl)Cl>C1COCC1>[C:7]([OH:17])(=[O:8])/[CH:9]=[CH:14]/[CH2:13][CH2:12][CH3:11].[C:51]([OH:53])(=[O:52])/[CH:50]=[CH:16]\[CH2:19][CH2:20][CH3:21] |f:1.2,3.4,5.6.7|. Procedure: Prepared as above from 150.0 mg (0.35 mmol) of the pyridyl ketone, 308.2 mg (0.70 mmol) of (4-carboxy-butyl)triphenylphosphonium bromide, and 1.4 mL (1.4 mmol) of 1.0 M t-BuOK in 1.5 mL of THF at 0° C. for :1.5 hr. Flash chromatography followed by preparative HPLC with MeOH-AcOH-CH2Cl2 (3.5:1.5:95) furnished 107.9 mg 60.2%) of (E)-hexenoic acid and 35.4 mg (19.8%) of (Z)-hexenoic acid (E/Z=3:1). The title (E)-isomer was characterized as follows: mp 86-90° C.; 1H NMR (CDCl3) δ8.55 (br s, 1H), 8.4... Yield: 31.2%. Reactants: FC1=C(C=O)C=CC(=C1)F (2,4-Difluorobenzaldehyde), COC=1C=C(CC#N)C=CC1OC (3,4-dimethoxybenzyl cyanide). Procedure details: 2,4-Difluorobenzaldehyde (142 mg) and 3,4-dimethoxybenzyl cyanide (177 mg) were subjected to condensation in accordance with process B of (production process 2), to thereby produce the target product (94 mg, yield: 31%). As a reaction SMILES: [F:1][C:2]1[CH:9]=[C:8]([F:10])[CH:7]=[CH:6][C:3]=1[CH:4]=O.[CH3:11][O:12][C:13]1[CH:14]=[C:15]([CH:19]=[CH:20][C:21]=1[O:22][CH3:23])[CH2:16][C:17]#[N:18]>>[F:1][C:2]1[CH:9]=[C:8]([F:10])[CH:7]=[CH:6][C:3]=1/[CH:4]=[C:16](/[C:15]1[CH:19]=[CH:20][C:21]([O:22][CH3:23])=[C:13]([O:12][CH3:11])[CH:14]=1)\[C:17]#[N:18]. Product: FC1=C(C=CC(=C1)F)\C=C(/C#N)\C1=CC(=C(C=C1)OC)OC ((Z)-3-(2,4-difluoro-phenyl)-2-(3,4-dimethoxy-phenyl)-acrylonitrile).